Dataset: the Open Reaction Database (ORD), a public repository of structured organic reaction records. Task: describe an organic reaction: reactants, conditions, products, and yield The reactants are C(=O)NC=1C=C(C=CC1O)C(CNCCOC1=CC=C(C=C1)C1=CC=C(C=C1)C(=O)OCC1=CC=CC=C1)O (benzyl 4′-{2-[2-(3-formylamino-4-hydroxyphenyl)-2-hydroxyethylamino]ethoxy}biphenyl-4-carboxylate). The reagents and catalysts are [C].[Pd] (palladium-carbon). The solvent is CN(C=O)C (N,N-dimethylformamide). Reaction conditions: time 40 minute. The product is C(=O)NC=1C=C(C=CC1O)C(CNCCOC1=CC=C(C=C1)C1=CC=C(C=C1)C(=O)O)O (4′-{2-[2-(3-Formylamino-4-hydroxyphenyl)-2-hydroxyethylamino]ethoxy}biphenyl-4-carboxylic acid). The yield is 26.4%. As a reaction SMILES: [CH:1]([NH:3][C:4]1[CH:5]=[C:6]([CH:11]([OH:39])[CH2:12][NH:13][CH2:14][CH2:15][O:16][C:17]2[CH:22]=[CH:21][C:20]([C:23]3[CH:28]=[CH:27][C:26]([C:29]([O:31]CC4C=CC=CC=4)=[O:30])=[CH:25][CH:24]=3)=[CH:19][CH:18]=2)[CH:7]=[CH:8][C:9]=1[OH:10])=[O:2]>CN(C)C=O.[C].[Pd]>[CH:1]([NH:3][C:4]1[CH:5]=[C:6]([CH:11]([OH:39])[CH2:12][NH:13][CH2:14][CH2:15][O:16][C:17]2[CH:22]=[CH:21][C:20]([C:23]3[CH:24]=[CH:25][C:26]([C:29]([OH:31])=[O:30])=[CH:27][CH:28]=3)=[CH:19][CH:18]=2)[CH:7]=[CH:8][C:9]=1[OH:10])=[O:2] |f:2.3|. Procedure: A mixture of benzyl 4′-{2-[2-(3-formylamino-4-hydroxyphenyl)-2-hydroxyethylamino]ethoxy}biphenyl-4-carboxylate (0.016 g) and 10% palladium-carbon (50% wet, 0.01 g) in N,N-dimethylformamide (10 mL) was stirred for 40 minutes under an atmosphere of hydrogen. The catalyst was removed by filtration, and the solvent was evaporated under reduced pressure. The residue was purified by ODS column chromatography (eluent: acetonitrile/water=1/1) to afford the title compound (0.0035 g)